Task: describe an organic reaction: reactants, conditions, products, and yield. Dataset: the Open Reaction Database (ORD), a public repository of structured organic reaction records Reactants: C(C=C)Br (Allyl bromide), OC1=CC=C(OCC(=O)OCC)C=C1 (ethyl 4-hydroxyphenoxyacetate), C([O-])([O-])=O.[K+].[K+] (potassium carbonate). Solvent: CC(CC)=O (butan-2-one). Product: C(C=C)OC1=CC=C(OCC(=O)OCC)C=C1 (ethyl 4-allyloxyphenoxyacetate). Yield: 103.6%. Reaction SMILES: [CH2:1](Br)[CH:2]=[CH2:3].[OH:5][C:6]1[CH:18]=[CH:17][C:9]([O:10][CH2:11][C:12]([O:14][CH2:15][CH3:16])=[O:13])=[CH:8][CH:7]=1.C(=O)([O-])[O-].[K+].[K+]>CC(=O)CC>[CH2:1]([O:5][C:6]1[CH:7]=[CH:8][C:9]([O:10][CH2:11][C:12]([O:14][CH2:15][CH3:16])=[O:13])=[CH:17][CH:18]=1)[CH:2]=[CH2:3] |f:2.3.4|. Procedure details: Allyl bromide (3.37 g) was added to a stirred suspension of ethyl 4-hydroxyphenoxyacetate (5.14 g) [prepared by method of Moser, J.A.C.S., (1950), 72, 1413) and potassium carbonate (3.90 g) in butan-2-one (50 ml). The reaction mixture was heated at reflux for 12 hours. The reaction mixture was cooled to ambient temperature and then filtered. The filtrate was evaporated to give an oil which was purified by column chromatography on silica gel (Merck. Art. No. 7734) using a 4:1 (v/v) mixture of hex...